Dataset: the Open Reaction Database (ORD), a public repository of structured organic reaction records. Task: describe an organic reaction: reactants, conditions, products, and yield Reaction SMILES: [CH3:1][C:2]1[CH:8]=[CH:7][CH:6]=[C:5]([CH3:9])[C:3]=1[NH2:4].C1(CN)CCCCC1.[O:18]=[C:19]1[C:27]2([CH2:31][O:30][C:29]3[CH:32]=[C:33]4[C:37](=[CH:38][C:28]2=3)[CH2:36][CH2:35][O:34]4)[C:26]2[C:21](=[CH:22][CH:23]=[CH:24][CH:25]=2)[N:20]1[CH2:39][C:40]1[CH:48]=[CH:47][C:43]([C:44](O)=[O:45])=[CH:42][CH:41]=1.O=C1C2(COC3C=C4C(=CC2=3)CCO4)C2C(=CC=CC=2)N1CC1C=C(C=CC=1)C(O)=O>>[CH3:1][C:2]1[CH:8]=[CH:7][CH:6]=[C:5]([CH3:9])[C:3]=1[NH:4][C:44](=[O:45])[C:43]1[CH:47]=[CH:48][C:40]([CH2:39][N:20]2[C:21]3[C:26](=[CH:25][CH:24]=[CH:23][CH:22]=3)[C:27]3([CH2:31][O:30][C:29]4[CH:32]=[C:33]5[C:37](=[CH:38][C:28]3=4)[CH2:36][CH2:35][O:34]5)[C:19]2=[O:18])=[CH:41][CH:42]=1. Procedure: Following the procedure as described in EXAMPLE 12 and making non-critical variations using 2,6-dimethylaniline to replace cyclohexanemethylamine, and 4-[(2′-oxo-5,6-dihydrospiro[benzo[1,2-b:5,4-b′]difuran-3,3′-indol]-1′(2′H)-yl)methyl]benzoic acid to replace 3-[(2′-oxo-5,6-dihydrospiro[benzo[1,2-b:5,4-b′]difuran-3,3′-indol]-1′(2′H)-yl)methyl]benzoic acid, N-(2,6-dimethylphenyl)-4-[(2′-oxo-5,6-dihydrospiro[benzo[1,2-b:5,4-b′]difuran-3,3′-indol]-1′(2′H)-yl)methyl]benzamide was obtained (28%) as a... The reactants are CC1=C(N)C(=CC=C1)C (2,6-dimethylaniline), O=C1N(C2=CC=CC=C2C12C1=C(OC2)C=C2OCCC2=C1)CC=1C=C(C(=O)O)C=CC1 (3-[(2′-oxo-5,6-dihydrospiro[benzo[1,2-b:5,4-b′]difuran-3,3′-indol]-1′(2′H)-yl)methyl]benzoic acid), C1(CCCCC1)CN (cyclohexanemethylamine), O=C1N(C2=CC=CC=C2C12C1=C(OC2)C=C2OCCC2=C1)CC1=CC=C(C(=O)O)C=C1 (4-[(2′-oxo-5,6-dihydrospiro[benzo[1,2-b:5,4-b′]difuran-3,3′-indol]-1′(2′H)-yl)methyl]benzoic acid). The product is CC1=C(C(=CC=C1)C)NC(C1=CC=C(C=C1)CN1C(C2(C3=CC=CC=C13)C1=C(OC2)C=C2OCCC2=C1)=O)=O (N-(2,6-dimethylphenyl)-4-[(2′-oxo-5,6-dihydrospiro[benzo[1,2-b:5,4-b′]difuran-3,3′-indol]-1′(2′H)-yl)methyl]benzamide). Starting materials: O (Water), BrC=1SC(=C(N1)CN1N=CC(=C1)C(=O)OCC)C (ethyl 1-[(2-bromo-5-methyl-1,3-thiazol-4-yl)methyl]-1H-pyrazole-4-carboxylate), ClC=1C=C(C=C(C1)C(F)(F)F)B(O)O (3-chloro-5-trifluoromethylphenylboronic acid), C([O-])([O-])=O.[Na+].[Na+] (sodium carbonate). The solvent is COCCOC.C(C)O (1,2-dimethoxyethane ethanol). Run at temperature 90 celsius, time 8 hour. Yields the product ClC=1C=C(C=C(C1)C(F)(F)F)C=1SC(=C(N1)CN1N=CC(=C1)C(=O)OCC)C (ethyl 1-({2-[3-chloro-5-(trifluoromethyl)phenyl]-5-methyl-1,3-thiazol-4-yl}methyl)-1H-pyrazole-4-carboxylate). The yield is 75.4%. RXN SMILES: Br[C:2]1[S:3][C:4]([CH3:18])=[C:5]([CH2:7][N:8]2[CH:12]=[C:11]([C:13]([O:15][CH2:16][CH3:17])=[O:14])[CH:10]=[N:9]2)[N:6]=1.[Cl:19][C:20]1[CH:21]=[C:22](B(O)O)[CH:23]=[C:24]([C:26]([F:29])([F:28])[F:27])[CH:25]=1.C(=O)([O-])[O-].[Na+].[Na+].O>COCCOC.C(O)C>[Cl:19][C:20]1[CH:21]=[C:22]([C:2]2[S:3][C:4]([CH3:18])=[C:5]([CH2:7][N:8]3[CH:12]=[C:11]([C:13]([O:15][CH2:16][CH3:17])=[O:14])[CH:10]=[N:9]3)[N:6]=2)[CH:23]=[C:24]([C:26]([F:27])([F:28])[F:29])[CH:25]=1 |f:2.3.4,6.7|. Procedure: Under a nitrogen atmosphere, to a solution of the compound (230 mg, 0.71 mmol) obtained in Example 80e and 3-chloro-5-trifluoromethylphenylboronic acid (210 mg, 0.92 mmol) in 1,2-dimethoxyethane/ethanol (v/v=3/1, 4 mL) were added 2N aqueous sodium carbonate solution (0.71 mL, 1.4 mmol) and [1,1′-bis(diphenylphosphino)ferrocene]dichloropalladium(II) dichloromethane complex (60 mg, 0.071 mmol), and the mixture was stirred at 90° C. overnight. Water was added to the reaction mixture, and the mixtur... The product is CNC(=S)NCC1=C(C(NC(N1)=O)=O)Cl (N-methyl-N'-(5-chlorouracil-6-yl-methyl)thiourea). Conditions: temperature 70 celsius. The yield is 61.0%. Reactants: ClC=1C(N(C(NC1Cl)=O)C)=O (5-chloro-6-chloro-methyluracil), CN=C=S (methyl isothiocyanate), CN(C=O)C (N,N-dimethylformamide), O (Water). RXN SMILES: [Cl:1][C:2]1[C:3](=[O:11])[N:4](C)[C:5](=[O:9])[NH:6][C:7]=1Cl.[CH3:12][N:13]=[C:14]=[S:15].O.[CH3:17][N:18](C)C=O>>[CH3:12][NH:13][C:14]([NH:18][CH2:17][C:7]1[NH:6][C:5](=[O:9])[NH:4][C:3](=[O:11])[C:2]=1[Cl:1])=[S:15]. Procedure: A suspension of 0.50 g of 5-chloro-6-chloro-methyluracil and 0.22 g of methyl isothiocyanate in N,N-dimethylformamide (3 ml) was heated at 70° C. for 4 hours under stirring. Water (50 ml) was added to the reaction mixture. A crystallized matter was collected by filtration and then washed with water and methanol, whereby 435 mg of the title compound were obtained (yield: 61%). The reactants are C1COCCO1, Cc1ccsc1C(=O)C(=CN(C)C)c1ccc(Cl)cc1[N+](=O)[O-], O. The product is Cc1ccsc1C(=O)Cc1ccc(Cl)cc1[N+](=O)[O-]. RXN SMILES: [CH2:24]1[O:25][CH2:26][CH2:27][O:28][CH2:29]1.[Cl:1][c:2]1[cH:3][c:4]([N+:21](=[O:22])[O-:23])[c:5]([C:6](=[CH:7][N:8]([CH3:9])[CH3:10])[C:11](=[O:12])[c:13]2[s:14][cH:15][cH:16][c:17]2[CH3:18])[cH:19][cH:20]1.[OH2:30]>>[Cl:1][c:2]1[cH:3][c:4]([N+:21](=[O:22])[O-:23])[c:5]([CH2:6][C:11](=[O:12])[c:13]2[s:14][cH:15][cH:16][c:17]2[CH3:18])[cH:19][cH:20]1. Starting materials: O1C(=CC=C1)P(C=1OC=CC1)C=1OC=CC1 (tris-(2-furyl)phosphine), [Cl-].[Li+] (Lithium chloride), C(C)(C)(C)C=1C=C(C=C(C1OC)\C=C\[Sn](CCCC)(CCCC)CCCC)C=1C(=NC=C(C1)F)OC (3-[3-tert-Butyl-4-methoxy-5-((E)-2-tributylstannanyl-vinyl)-phenyl]-5-fluoro-2-methoxy-pyridine), IC1=NC=C(C=C1)N (2-iodo-5-aminopyridine). The reagents and catalysts are C=1C=CC(=CC1)/C=C/C(=O)/C=C/C2=CC=CC=C2.C=1C=CC(=CC1)/C=C/C(=O)/C=C/C2=CC=CC=C2.C=1C=CC(=CC1)/C=C/C(=O)/C=C/C2=CC=CC=C2.[Pd].[Pd] (Pd2(dba)3). Solvent: CN(C)C=O (DMF), O (H2O), CN(C)C=O (DMF). Conditions: temperature 110 celsius. Product: C(C)(C)(C)C=1C(=C(C=C(C1)C=1C(=NC=C(C1)F)OC)/C=C/C1=CC=C(C=N1)N)OC (6-{(E)-2-[3-tert-butyl-5-(5-fluoro-2-methoxy-pyridin-3-yl)-2-methoxy-phenyl]-vinyl}-pyridin-3-ylamine). Isolated yield 87.1%. RXN SMILES: O1C=CC=C1P(C1OC=CC=1)C1OC=CC=1.[C:17]([C:21]1[CH:22]=[C:23]([C:44]2[C:45]([O:51][CH3:52])=[N:46][CH:47]=[C:48]([F:50])[CH:49]=2)[CH:24]=[C:25](/[CH:29]=[CH:30]/[Sn](CCCC)(CCCC)CCCC)[C:26]=1[O:27][CH3:28])([CH3:20])([CH3:19])[CH3:18].I[C:54]1[CH:59]=[CH:58][C:57]([NH2:60])=[CH:56][N:55]=1.[Cl-].[Li+]>CN(C=O)C.C1C=CC(/C=C/C(/C=C/C2C=CC=CC=2)=O)=CC=1.C1C=CC(/C=C/C(/C=C/C2C=CC=CC=2)=O)=CC=1.C1C=CC(/C=C/C(/C=C/C2C=CC=CC=2)=O)=CC=1.[Pd].[Pd].O>[C:17]([C:21]1[C:26]([O:27][CH3:28])=[C:25](/[CH:29]=[CH:30]/[C:54]2[N:55]=[CH:56][C:57]([NH2:60])=[CH:58][CH:59]=2)[CH:24]=[C:23]([C:44]2[C:45]([O:51][CH3:52])=[N:46][CH:47]=[C:48]([F:50])[CH:49]=2)[CH:22]=1)([CH3:20])([CH3:18])[CH3:19] |f:3.4,6.7.8.9.10|. Procedure: step 1—A solution of Pd2(dba)3 (27.8 mg, 0.030 mmol) and tris-(2-furyl)phosphine (28.0 mg, 0.121 mmol) in anhydrous DMF (3 mL) was stirred at RT for 15 min under argon. To the resulting solution was added via cannula a solution of 364 (672 mg, 1.11 mmol) and 2-iodo-5-aminopyridine (294 mg, 1.33 mmol) in anhydrous DMF (6 mL) at RT. Lithium chloride (97.1 mg, 2.23 mmol) was then added under argon. The reaction mixture was heated at 110° C. for 18 h. After cooling to RT, the reaction mixture was po... Reactants: CN1C(=NC(=C1C)CO)C1=CC=C(C=C1)C(F)(F)F (1,5-dimethyl-4-hydroxymethyl-2-(4-trifluoromethylphenyl)imidazole). Reagents/catalysts: [O-2].[O-2].[Mn+4] (manganese dioxide), [O-2].[O-2].[Mn+4] (manganese dioxide). Solvent: C(Cl)(Cl)Cl (chloroform). Product: CN1C(=NC(=C1C)C=O)C1=CC=C(C=C1)C(F)(F)F (1,5-dimethyl-4-formyl-2-(4-trifluoromethylphenyl)imidazole). Isolated yield 100.8%. RXN SMILES: [CH3:1][N:2]1[C:6]([CH3:7])=[C:5]([CH2:8][OH:9])[N:4]=[C:3]1[C:10]1[CH:15]=[CH:14][C:13]([C:16]([F:19])([F:18])[F:17])=[CH:12][CH:11]=1>C(Cl)(Cl)Cl.[O-2].[O-2].[Mn+4]>[CH3:1][N:2]1[C:6]([CH3:7])=[C:5]([CH:8]=[O:9])[N:4]=[C:3]1[C:10]1[CH:15]=[CH:14][C:13]([C:16]([F:18])([F:19])[F:17])=[CH:12][CH:11]=1 |f:2.3.4|. Reported procedure: A mixture of 1,5-dimethyl-4-hydroxymethyl-2-(4-trifluoromethylphenyl)imidazole (0.5 g) and manganese dioxide (2 g) in 20 ml of chloroform was refluxed for 24 hours. A further 2 g of manganese dioxide was added, and the mixture refluxed for a further 3 hours. The mixture was cooled, the solid material filtered off, and washed with methylene chloride. The solvent was removed from the filtrate under reduced pressure, to yield 0.5 g of 1,5-dimethyl-4-formyl-2-(4-trifluoromethylphenyl)imidazole, m.p.... The reactants are O=C1C=2C(=CNC2CCC1)C(=O)O (4-Oxo-4,5,6,7-tetrahydro-1H-indole-3-carboxylic acid), [N+](=O)(O)[O-] (nitric acid), ice water. Conditions: time 1.25 hour. Yields the product [N+](=O)([O-])C=1NC=2CCCC(C2C1C(=O)O)=O (2-Nitro-4-oxo-4,5,6,7-tetrahydro-1H-indole-3-carboxylic Acid). Reaction SMILES: [O:1]=[C:2]1[CH2:10][CH2:9][CH2:8][C:7]2[NH:6][CH:5]=[C:4]([C:11]([OH:13])=[O:12])[C:3]1=2.[N+:14]([O-])([OH:16])=[O:15]>>[N+:14]([C:5]1[NH:6][C:7]2[CH2:8][CH2:9][CH2:10][C:2](=[O:1])[C:3]=2[C:4]=1[C:11]([OH:13])=[O:12])([O-:16])=[O:15]. Procedure: 4-Oxo-4,5,6,7-tetrahydro-1H-indole-3-carboxylic acid (179 mg, 1 mmol) was added in portions over 30 minutes to fuming nitric acid (2 mL) at 0° C. The mixture was stirred an additonal 1.25 hours, then allowed to stir at ambient temperature for 1.25 hours. The mixture was poured into ice water and extracted 2X with ethyl acetate. The combined organic layers were dried over magnesium sulfate, filtered, and concentrated in vacuo to give the title compound(0.19 g).